This data is from the Open Reaction Database (ORD), a public repository of structured organic reaction records. The task is: describe an organic reaction: reactants, conditions, products, and yield The reactants are Cl (HCl), COC=1C=C(C=CC1)C1C(CCCC1)C(=O)O (2-(3-methoxy-phenyl)-cyclohexane carboxylic acid), C(Cl)Cl (methylene chloride), C(C(=O)Cl)(=O)Cl (oxalyl chloride). The reagents and catalysts are Cl[Ti](Cl)(Cl)Cl (TiCl4). Run in CN(C)C=O (DMF). Conditions: time 1.5 hour. Yields the product COC=1C=C2C3CCCCC3CC(C2=CC1)=O (6-Methoxy-2,3,4,4a,10,10a-hexahydro-1H-phenanthren-9-one). The yield is 92.9%. As a reaction SMILES: [CH3:1][O:2][C:3]1[CH:4]=[C:5]([CH:9]2[CH2:14][CH2:13][CH2:12][CH2:11][CH:10]2[C:15](O)=O)[CH:6]=[CH:7][CH:8]=1.C(Cl)Cl.C(Cl)(=O)[C:22](Cl)=[O:23].Cl>Cl[Ti](Cl)(Cl)Cl.CN(C=O)C>[CH3:1][O:2][C:3]1[CH:4]=[C:5]2[C:6](=[CH:7][CH:8]=1)[C:22](=[O:23])[CH2:15][CH:10]1[CH:9]2[CH2:14][CH2:13][CH2:12][CH2:11]1. Procedure details: Combine 2-(3-methoxy-phenyl)-cyclohexane carboxylic acid (11.50 g, 46.3 mmol), methylene chloride (200 mL), catalytic DMF (4.0 mL) and slowly add oxalyl chloride (4.8 mL, 55.6 mmol), stir at room temperature. After 1.5 hours, at 0° C. add TiCl4 (12.7 mL, 115.78 mmol) and let reaction warm to room temperature. After 3.5 hours, quench reaction with ice water and add 5N HCl. Allow reaction mixture to stir for 30 minutes then extract with ethyl acetate and wash with sodium bicarbonate solution (aq),... Reactants: ClC1=C(C=CC(=C1Cl)Cl)C(F)(F)F (2,3,4-trichlorobenzotrifluoride), O.NN (hydrazine hydrate). Run in N1=CC=CC=C1 (pyridine). The product is ClC1=C(C=CC(=C1Cl)C(F)(F)F)NN (2,3-dichloro-4-trifluoromethyl-phenylhydrazine). The yield is 79.4%. Reaction SMILES: [Cl:1][C:2]1[C:7]([Cl:8])=[C:6](Cl)[CH:5]=[CH:4][C:3]=1[C:10]([F:13])([F:12])[F:11].O.[NH2:15][NH2:16]>N1C=CC=CC=1>[Cl:8][C:7]1[C:2]([Cl:1])=[C:3]([C:10]([F:13])([F:12])[F:11])[CH:4]=[CH:5][C:6]=1[NH:15][NH2:16] |f:1.2|. Procedure details: 100 g of 2,3,4-trichlorobenzotrifluoride are initially introduced, 200 ml of pyridine are added, followed by 100 g of hydrazine hydrate and the mixture is then heated to the reflux temperture for 12 hours. Thereafter, 90% of the pyridine is distilled off and the remaining residue is stirred into 250 ml of water. The crystalline product is filtered off under suction, washed with a little water and dried. 78 g of 2,3-dichloro-4-trifluoromethyl-phenylhydrazine having a melting point of 79° to 80° C... Starting materials: [H][H] (hydrogen), N1=CC(=CC=C1)C1=CC(CCC1)=O (3-pyridin-3-yl-cyclohex-2-enone). Reagents/catalysts: [Pt]=O (platinum oxide). Reaction conditions: time 2 hour. Yields the product N1=CC(=CC=C1)C1CC(CCC1)=O (3-pyridin-3-yl-cyclohexanone). Yield: 33.8%. RXN SMILES: [H][H].[N:3]1[CH:8]=[CH:7][CH:6]=[C:5]([C:9]2[CH2:14][CH2:13][CH2:12][C:11](=[O:15])[CH:10]=2)[CH:4]=1>[Pt]=O>[N:3]1[CH:8]=[CH:7][CH:6]=[C:5]([CH:9]2[CH2:14][CH2:13][CH2:12][C:11](=[O:15])[CH2:10]2)[CH:4]=1. Procedure details: To a solution of 3-pyridin-3-yl-cyclohex-2-enone (1.25 g in 50 mL ethanol) was added 164 mg of platinum oxide catalyst and the mixture subjected to hydrogen at 40 psi. After 2 hours, the catalyst was removed by filtration and the filtrate concentrated in vacuo. Purification of the residue by flash chromatography on silica gel (ethyl acetate:hexane, 1:1) gave the title compound (427 mg). Reactants: CCOCC, O=C1CCC(F)(F)CC1. The product is C=C1CCC(F)(F)CC1. Reaction SMILES: [CH3:10][CH2:11][O:12][CH2:13][CH3:14].[F:1][C:2]1([F:9])[CH2:3][CH2:4][C:5](=[O:8])[CH2:6][CH2:7]1>>[F:1][C:2]1([F:9])[CH2:3][CH2:4][C:5](=[CH2:10])[CH2:6][CH2:7]1. The reactants are CO, CCOC(=O)CC1(CC(C)C)CC(=O)N(CCc2ccccc2)C1=O, [Na+], [OH-], O. Product: CC(C)CC1(CC(=O)O)CC(=O)N(CCc2ccccc2)C1=O. Reaction SMILES: [CH3:28][OH:29].[CH3:3][CH:4]([CH2:5][C:6]1([CH2:21][C:22](=[O:23])[O:24][CH2:25][CH3:26])[C:7](=[O:20])[N:8]([CH2:12][CH2:13][c:14]2[cH:15][cH:16][cH:17][cH:18][cH:19]2)[C:9](=[O:11])[CH2:10]1)[CH3:27].[Na+:2].[OH-:1].[OH2:30]>>[CH3:3][CH:4]([CH2:5][C:6]1([CH2:21][C:22](=[O:23])[OH:24])[C:7](=[O:20])[N:8]([CH2:12][CH2:13][c:14]2[cH:15][cH:16][cH:17][cH:18][cH:19]2)[C:9](=[O:11])[CH2:10]1)[CH3:27]. RXN SMILES: Cl.Br[C:3]1[CH:8]=[CH:7][C:6]([CH2:9][CH2:10][NH:11][CH3:12])=[CH:5][CH:4]=1.C(O)C.C(=O)([O-])[O-].[Na+].[Na+].[Si]([O:29][C@H:30]([CH2:43][CH2:44][C:45]1[CH:46]=[N:47][CH:48]=[CH:49][CH:50]=1)[C@H:31]([CH3:42])[O:32][C:33]1[CH:38]=[CH:37][C:36](B(O)O)=[CH:35][CH:34]=1)(C(C)(C)C)(C)C>C1C=CC([P]([Pd]([P](C2C=CC=CC=2)(C2C=CC=CC=2)C2C=CC=CC=2)([P](C2C=CC=CC=2)(C2C=CC=CC=2)C2C=CC=CC=2)[P](C2C=CC=CC=2)(C2C=CC=CC=2)C2C=CC=CC=2)(C2C=CC=CC=2)C2C=CC=CC=2)=CC=1.C1(C)C=CC=CC=1>[CH3:12][NH:11][CH2:10][CH2:9][C:6]1[CH:7]=[CH:8][C:3]([C:36]2[CH:35]=[CH:34][C:33]([O:32][C@@H:31]([CH3:42])[C@H:30]([OH:29])[CH2:43][CH2:44][C:45]3[CH:46]=[N:47][CH:48]=[CH:49][CH:50]=3)=[CH:38][CH:37]=2)=[CH:4][CH:5]=1 |f:0.1,3.4.5,^1:54,56,75,94|. Reactants: Cl.BrC1=CC=C(C=C1)CCNC ([2-(4-bromophenyl)ethyl]-N-methylamine hydrochloride), [Si](C)(C)(C(C)(C)C)O[C@@H]([C@@H](OC1=CC=C(C=C1)B(O)O)C)CCC=1C=NC=CC1 ((1S,2R)-4-[2-(tert-butyldimethylsilanyloxy)-1-methyl-4-pyridin-3-ylbutoxy]benzeneboronic acid), C(C)O (ethanol), C([O-])([O-])=O.[Na+].[Na+] (sodium carbonate). The yield is 43.1%. Run in C1(=CC=CC=C1)C (toluene). Procedure details: Prepared according to the method described in Example 12b) from [2-(4-bromophenyl)ethyl]-N-methylamine hydrochloride (0.214 g, Example 30a)), ethanol (1 ml), toluene (4 ml), 2M aqueous sodium carbonate (0.5 ml), (1S,2R)-4-[2-(tert-butyldimethylsilanyloxy)-1-methyl-4-pyridin-3-ylbutoxy]benzeneboronic acid (0.2 g, Example 11)), and tetrakis(triphenylphosphine)palladium (0) (0.02 g) with heating at 120° C. for 4 hours. After work-up, the residue was purified by normal-phase HPLC eluting a gradient ... Yields the product CNCCC1=CC=C(C=C1)C1=CC=C(C=C1)O[C@H]([C@@H](CCC=1C=NC=CC1)O)C ((3R,4S)-4-[4′-(2-Methylaminoethyl)biphenyl-4-yloxy]-1-pyridin-3-yl-pentan-3-ol). The reagents and catalysts are C=1C=CC(=CC1)[P](C=2C=CC=CC2)(C=3C=CC=CC3)[Pd]([P](C=4C=CC=CC4)(C=5C=CC=CC5)C=6C=CC=CC6)([P](C=7C=CC=CC7)(C=8C=CC=CC8)C=9C=CC=CC9)[P](C=1C=CC=CC1)(C=1C=CC=CC1)C=1C=CC=CC1 (tetrakis(triphenylphosphine)palladium). Run at temperature 120 celsius.